From a dataset of the Open Reaction Database (ORD), a public repository of structured organic reaction records. describe an organic reaction: reactants, conditions, products, and yield The reactants are O=C(Cl)c1ccc(Cl)cc1, Cl, CCOC(=O)C(C)(C)c1ccc(CCN)cc1, c1ccncc1. Yields the product CCOC(=O)C(C)(C)c1ccc(CCNC(=O)c2ccc(Cl)cc2)cc1. Reaction SMILES: [Cl:1][C:2](=[O:3])[c:4]1[cH:5][cH:6][c:7]([Cl:8])[cH:9][cH:10]1.[ClH:11].[NH2:12][CH2:13][CH2:14][c:15]1[cH:16][cH:17][c:18]([C:21]([C:22](=[O:23])[O:24][CH2:25][CH3:26])([CH3:27])[CH3:28])[cH:19][cH:20]1.[cH:29]1[cH:30][cH:31][n:32][cH:33][cH:34]1>>[C:2](=[O:3])([c:4]1[cH:5][cH:6][c:7]([Cl:8])[cH:9][cH:10]1)[NH:12][CH2:13][CH2:14][c:15]1[cH:16][cH:17][c:18]([C:21]([C:22](=[O:23])[O:24][CH2:25][CH3:26])([CH3:27])[CH3:28])[cH:19][cH:20]1. Starting materials: C(C)(C)N(C(C)C)CC (N,N-diisopropylethylamine), ClC1=NNC=2C(=CC3=C(C12)CN(C([C@@H](C3)CC(=O)O)=O)CC(F)(F)F)Cl ((S)-2-(1,4-Dichloro-8-oxo-9-(2,2,2-trifluoroethyl)-3,6,7,8,9,10-hexahydroazepino [3,4-e]indazol-7-yl)acetic acid), N1CCC(CC1)N1C(NC2=C(CC1)C=CC=C2)=O (3-(piperidin-4-yl)-4,5-dihydro-1H-benzo[d][1,3]diazepin-2(3H)-one), CN(C)C(=[N+](C)C)ON1C2=C(C=CC=C2)N=N1.[B-](F)(F)(F)F (TBTU). The solvent is CN(C=O)C (N,N-dimethylformamide). Run at time 4 hour. The product is ClC1=NNC=2C(=CC3=C(C12)CN(C([C@@H](C3)CC(N3CCC(CC3)N3C(NC1=C(CC3)C=CC=C1)=O)=O)=O)CC(F)(F)F)Cl ((S)-1,4-dichloro-7-(2-oxo-2-(4-(2-oxo-1,2,4,5-tetrahydrobenzo[d][1,3]diazepin-3-yl)piperidin-1-yl)ethyl)-9-(2,2,2-trifluoroethyl)-6,7,9,10-tetrahydroazepino[3,4-e]indazol-8(3H)-one). The yield is 59.0%. RXN SMILES: [Cl:1][C:2]1[C:10]2[C:9]3[CH2:11][N:12]([CH2:21][C:22]([F:25])([F:24])[F:23])[C:13](=[O:20])[C@H:14]([CH2:16][C:17]([OH:19])=O)[CH2:15][C:8]=3[CH:7]=[C:6]([Cl:26])[C:5]=2[NH:4][N:3]=1.CN(C(ON1N=NC2C=CC=CC1=2)=[N+](C)C)C.[B-](F)(F)(F)F.[NH:49]1[CH2:54][CH2:53][CH:52]([N:55]2[CH2:61][CH2:60][C:59]3[CH:62]=[CH:63][CH:64]=[CH:65][C:58]=3[NH:57][C:56]2=[O:66])[CH2:51][CH2:50]1.C(N(CC)C(C)C)(C)C>CN(C)C=O>[Cl:1][C:2]1[C:10]2[C:9]3[CH2:11][N:12]([CH2:21][C:22]([F:25])([F:24])[F:23])[C:13](=[O:20])[C@H:14]([CH2:16][C:17](=[O:19])[N:49]4[CH2:50][CH2:51][CH:52]([N:55]5[CH2:61][CH2:60][C:59]6[CH:62]=[CH:63][CH:64]=[CH:65][C:58]=6[NH:57][C:56]5=[O:66])[CH2:53][CH2:54]4)[CH2:15][C:8]=3[CH:7]=[C:6]([Cl:26])[C:5]=2[NH:4][N:3]=1 |f:1.2|. Reported procedure: (S)-2-(1,4-Dichloro-8-oxo-9-(2,2,2-trifluoroethyl)-3,6,7,8,9,10-hexahydroazepino [3,4-e]indazol-7-yl)acetic acid(95 mg, 0.232 mmol) was dissolved in N,N-dimethylformamide (2.0 ml). TBTU (79 mg, 0.246 mmol) was added to the mixture followed by 3-(piperidin-4-yl)-4,5-dihydro-1H-benzo[d][1,3]diazepin-2(3H)-one (72 mg, 0.293 mmol) and then N,N-diisopropylethylamine (150 μl, 0.861 mmol). Reaction stirred at room temperature for 4 hours. Reaction was quenched with 50% acetonitrile-water. Material was ... The product is CC(=O)N1CCC(c2cc(F)ccc2F)=CC1c1cccc(O)c1. Reaction SMILES: [B:26]([Br:27])([Br:28])[Br:29].[C:1]([CH3:2])(=[O:3])[N:4]1[CH2:5][CH2:6][C:7]([c:18]2[c:19]([F:25])[cH:20][cH:21][c:22]([F:24])[cH:23]2)=[CH:8][CH:9]1[c:10]1[cH:11][c:12]([O:16][CH3:17])[cH:13][cH:14][cH:15]1.[Cl:30][CH2:31][Cl:32]>>[C:1]([CH3:2])(=[O:3])[N:4]1[CH2:5][CH2:6][C:7]([c:18]2[c:19]([F:25])[cH:20][cH:21][c:22]([F:24])[cH:23]2)=[CH:8][CH:9]1[c:10]1[cH:11][c:12]([OH:16])[cH:13][cH:14][cH:15]1. Reactants: BrB(Br)Br, COc1cccc(C2C=C(c3cc(F)ccc3F)CCN2C(C)=O)c1, ClCCl. The reactants are COCCOCCOCCI ({2-[2-(2-Methoxyethoxy)ethoxy]ethyl}iodide), P(OCC)(OCC)OCC (P(OEt)3). The solvent is O1CCOCC1 (1,4-dioxane). Yields the product C(C)OP(OCC)(=O)CCOCCOCCOC ({2-[2-(2-Methoxyethoxy)ethoxy]ethyl}phosphonic acid diethyl ester). As a reaction SMILES: [CH3:1][O:2][CH2:3][CH2:4][O:5][CH2:6][CH2:7][O:8][CH2:9][CH2:10]I.[P:12]([O:19]CC)([O:16][CH2:17][CH3:18])[O:13][CH2:14][CH3:15]>O1CCOCC1>[CH2:14]([O:13][P:12]([CH2:10][CH2:9][O:8][CH2:7][CH2:6][O:5][CH2:4][CH2:3][O:2][CH3:1])(=[O:19])[O:16][CH2:17][CH3:18])[CH3:15]. Procedure: {2-[2-(2-Methoxyethoxy)ethoxy]ethyl}iodide (6.64 g, 24.3 mmol) and P(OEt)3 (4.22 ml, 24.3 mmol) were dissolved in 1,4-dioxane (30 ml) and stirred under reflux for 24 hours. Volatiles were distilled in vacuo (150° C., 0.01 torr) to give the crude material as a thick yellow oil. Column chromatography (silica gel, EtOAc:MeOH 95:5 elution) afforded the desired product as a pale yellow oil. Yield 1.0 g, 15%. Alternative synthesis using {2-[2-(2-Methoxyethoxy)ethoxy]ethyl}iodide (5.00 g, 18.2 mmol) an... Reactants: 3, Hoveyda-Grubbs 2nd generation ruthenium, C(C=C)(=O)OC (methyl acrylate), FC(C(CC=C)(O)C(F)(F)F)(F)F (1,1,1-trifluoro-2-trifluoromethyl-pent-4-ene-2-ol). The reagents and catalysts are catalyst. Solvent: ClCCl (dichloromethane). The product is FC(C(C/C=C/C(=O)OC)(C(F)(F)F)O)(F)F (E-methyl 6,6,6-trifluoro-5-hydroxy-5-(trifluoromethyl)hex-2-enoate). Isolated yield 65.3%. Reaction SMILES: [C:1]([O:5][CH3:6])(=[O:4])[CH:2]=[CH2:3].[F:7][C:8]([F:19])([F:18])[C:9]([C:14]([F:17])([F:16])[F:15])([OH:13])[CH2:10]C=C>ClCCl>[F:7][C:8]([F:18])([F:19])[C:9]([OH:13])([C:14]([F:16])([F:15])[F:17])[CH2:10]/[CH:3]=[CH:2]/[C:1]([O:5][CH3:6])=[O:4]. Reported procedure: To a 250 mL 3 neck roundbottom flask with reflux condenser and Teflon-coated magnetic stir bar was added methyl acrylate (9.10 g, 105.7 mmol, 1.1 eq.), 1,1,1-trifluoro-2-trifluoromethyl-pent-4-ene-2-ol (20 g, 96.1 mmol, 1 eq.) and 100 mL of anhydrous dichloromethane. The solution was heated to reflux under nitrogen and 300 mg of the Hoveyda-Grubbs 2nd generation ruthenium metathesis catalyst (0.048 mmol, 0.005 eq.) was added in 4 portions over 4 hours. The reaction was heated an additional 12 ho... The reactants are C/C(/C=C/CO)=C\CC ((E,E)-4-methyl-2,4-heptadien-1-ol), C(C)(=O)OC(C)=O (acetic anhydride). Run in N1=CC=CC=C1 (pyridine). Reaction conditions: time 2 hour. Product: C(C)(=O)OC\C=C\C(=C\CC)\C ((E,E)-1-acetoxy-4-methyl-2,4-heptadiene). The yield is 83.3%. Reaction SMILES: [CH3:1]/[C:2](=[CH:7]\[CH2:8][CH3:9])/[CH:3]=[CH:4]/[CH2:5][OH:6].[C:10](OC(=O)C)(=[O:12])[CH3:11]>N1C=CC=CC=1>[C:10]([O:6][CH2:5]/[CH:4]=[CH:3]/[C:2](/[CH3:1])=[CH:7]/[CH2:8][CH3:9])(=[O:12])[CH3:11]. Reported procedure: To a solution of (E,E)-4-methyl-2,4-heptadien-1-ol (106 g) in pyridine (333 g) at 0° C. was added dropwise acetic anhydride (258 g). After two hours at room temperature, the reaction mixture was evaporated in vacuo. The residue was diluted with ethyl acetate, washed with 0.5N-hydrochloric acid and brine, dried over anhydrous magnesium sulfate, and evaporated in vacuo. The residue was distilled to give (E,E)-1-acetoxy-4-methyl-2,4-heptadiene (117.65 g) as an oil.